This data is from the Open Reaction Database (ORD), a public repository of structured organic reaction records. The task is: describe an organic reaction: reactants, conditions, products, and yield Starting materials: CC(C)(C)OC(=O)CC1(O)CN2CCC1CC2, ClCCl, O=C(O)C(F)(F)F. Product: COC(=O)CC1(O)CN2CCC1CC2. RXN SMILES: [C:8]([CH3:9])([CH3:10])([CH3:11])[O:12][C:13]([CH2:14][C:15]1([OH:23])[CH2:16][N:17]2[CH2:18][CH2:19][CH:20]1[CH2:21][CH2:22]2)=[O:24].[Cl:25][CH2:26][Cl:27].[OH:1][C:2]([C:3]([F:4])([F:5])[F:6])=[O:7]>>[CH3:8][O:12][C:13]([CH2:14][C:15]1([OH:23])[CH2:16][N:17]2[CH2:18][CH2:19][CH:20]1[CH2:21][CH2:22]2)=[O:24]. The reactants are FC=1C=C(C=CC1)C1=NC=C(C=N1)C(=O)NC1CN(C1)C(=O)OC(C)(C)C (tert-butyl 3-({[2-(3-fluorophenyl)pyrimidin-5-yl]carbonyl}amino)azetidine-1-carboxylate), Cl (HCl). Solvent: CO (methanol), O1CCOCC1 (dioxane), CCOCC (ether). Run at time 8 hour. The product is hydrochloride salt, N1CC(C1)NC(=O)C=1C=NC(=NC1)C1=CC(=CC=C1)F (N-azetidin-3-yl-2-(3-fluorophenyl)pyrimidine-5-carboxamide). The yield is 91.2%. Reaction SMILES: [F:1][C:2]1[CH:3]=[C:4]([C:8]2[N:13]=[CH:12][C:11]([C:14]([NH:16][CH:17]3[CH2:20][N:19](C(OC(C)(C)C)=O)[CH2:18]3)=[O:15])=[CH:10][N:9]=2)[CH:5]=[CH:6][CH:7]=1.Cl>CO.O1CCOCC1.CCOCC>[NH:19]1[CH2:20][CH:17]([NH:16][C:14]([C:11]2[CH:12]=[N:13][C:8]([C:4]3[CH:5]=[CH:6][CH:7]=[C:2]([F:1])[CH:3]=3)=[N:9][CH:10]=2)=[O:15])[CH2:18]1. Procedure: To a solution of tert-butyl 3-({[2-(3-fluorophenyl)pyrimidin-5-yl]carbonyl}amino)azetidine-1-carboxylate (570 mg, 1.53 mmol) in methanol (1 mL) was added 4N HCl in dioxane (3 mL). The reaction mixture was stirred at room temperature overnight and then diluted with ether to give a solid, which was filtered and collected to give the desired product as the hydrochloride salt, N-azetidin-3-yl-2-(3-fluorophenyl)pyrimidine-5-carboxamide (380 mg, 72%). LC/MS (M+H)=273.2 observed, 273.12 expected. Reactants: C1CCOC1, CCN, N#Cc1ccc(F)c([N+](=O)[O-])c1. Yields the product CCNc1ccc(C#N)cc1[N+](=O)[O-]. As a reaction SMILES: [CH2:16]1[O:17][CH2:18][CH2:19][CH2:20]1.[CH3:13][CH2:14][NH2:15].[F:1][c:2]1[c:3]([N+:10](=[O:11])[O-:12])[cH:4][c:5]([C:6]#[N:7])[cH:8][cH:9]1>>[c:2]1([NH:15][CH2:14][CH3:13])[c:3]([N+:10](=[O:11])[O-:12])[cH:4][c:5]([C:6]#[N:7])[cH:8][cH:9]1.